Dataset: the Open Reaction Database (ORD), a public repository of structured organic reaction records. Task: describe an organic reaction: reactants, conditions, products, and yield The reactants are FC1=CC=C(C(=O)CCC(=O)N2[C@H](C(=O)O)CCC2)C=C1 (1-[3-(4-Fluorobenzoyl)propionyl]-L-proline), BrBr (bromine). The reagents and catalysts are Br (hydrogen bromide). Run in C(C)(=O)O (acetic acid), C(C)(=O)O (acetic acid), C(C)(=O)OCC.CCCCCC.C(C)(=O)O (ethyl acetate hexane acetic acid), C(C)(=O)O (acetic acid). Reaction conditions: time 8 hour. Yields the product BrC(CC(=O)N1[C@H](C(=O)O)CCC1)C(C1=CC=C(C=C1)F)=O (1-[3-Bromo-3-(4-fluorobenzoyl)propionyl]-L-proline). As a reaction SMILES: [F:1][C:2]1[CH:21]=[CH:20][C:5]([C:6]([CH2:8][CH2:9][C:10]([N:12]2[CH2:19][CH2:18][CH2:17][C@H:13]2[C:14]([OH:16])=[O:15])=[O:11])=[O:7])=[CH:4][CH:3]=1.[Br:22]Br>Br.C(O)(=O)C.C(OCC)(=O)C.CCCCCC.C(O)(=O)C>[Br:22][CH:8]([C:6](=[O:7])[C:5]1[CH:20]=[CH:21][C:2]([F:1])=[CH:3][CH:4]=1)[CH2:9][C:10]([N:12]1[CH2:19][CH2:18][CH2:17][C@H:13]1[C:14]([OH:16])=[O:15])=[O:11] |f:4.5.6|. Procedure: To a solution of 10.26 g. of 1-[3-(4-fluorobenzoyl)propionyl]-L-proline (Example 17) in 100 ml. of acetic acid is added 3 drops of 30% hydrogen bromide in acetic acid. A solution of 5.6 g. of bromine in 20 ml. of acetic acid is then added dropwise and the mixture is stirred at room temperature overnight. The mixture is evaporated to 1/3 its volume, poured into ice and water and extracted with dichloromethane. The organic extract is washed twice with water and then with saline, dried over magnesi...